This data is from the Open Reaction Database (ORD), a public repository of structured organic reaction records. The task is: describe an organic reaction: reactants, conditions, products, and yield Starting materials: CC1(C=2C=CC(=CC2C(CC1)(C)C)/C(=C/C1=CC=C(C(=O)O)C=C1)/C)C (p-[(E)-2-(5,6,7,8-tetrahydro-5,5,8,8-tetramethyl-2-naphthyl)propenyl]-benzoic acid), C(C)N(CCO)CC (2-diethylamino-ethanol). Product: C(C)N(CCOC(C1=CC=C(C=C1)\C=C(/C)\C1=CC=2C(CCC(C2C=C1)(C)C)(C)C)=O)CC (p-[(E)-2-(5,6,7,8-tetrahydro-5,5,8,8-tetramethyl-2-naphthyl)propenyl]-benzoic acid 2-diethylamino-ethyl ester). Reaction SMILES: [CH3:1][C:2]1([CH3:26])[CH2:11][CH2:10][C:9]([CH3:13])([CH3:12])[C:8]2[CH:7]=[C:6](/[C:14](/[CH3:25])=[CH:15]/[C:16]3[CH:24]=[CH:23][C:19]([C:20]([OH:22])=[O:21])=[CH:18][CH:17]=3)[CH:5]=[CH:4][C:3]1=2.[CH2:27]([N:29]([CH2:33][CH3:34])[CH2:30][CH2:31]O)[CH3:28]>>[CH2:27]([N:29]([CH2:33][CH3:34])[CH2:30][CH2:31][O:21][C:20](=[O:22])[C:19]1[CH:23]=[CH:24][C:16](/[CH:15]=[C:14](/[C:6]2[CH:5]=[CH:4][C:3]3[C:2]([CH3:26])([CH3:1])[CH2:11][CH2:10][C:9]([CH3:12])([CH3:13])[C:8]=3[CH:7]=2)\[CH3:25])=[CH:17][CH:18]=1)[CH3:28]. Reported procedure: In a manner analogous to that described in Example 11, from p-[(E)-2-(5,6,7,8-tetrahydro-5,5,8,8-tetramethyl-2-naphthyl)propenyl]-benzoic acid and 2-diethylamino-ethanol there can be obtained p-[(E)-2-(5,6,7,8-tetrahydro-5,5,8,8-tetramethyl-2-naphthyl)propenyl]-benzoic acid 2-diethylamino-ethyl ester of melting point 65°-66° C.